From a dataset of the Open Reaction Database (ORD), a public repository of structured organic reaction records. describe an organic reaction: reactants, conditions, products, and yield The reactants are BrC1=C(C=C(C=C1)[C@H](C)N[S@](=O)C(C)(C)C)C ((R)-2-methyl-propane-2-sulfinic acid [(S)-1-(4-bromo-3-methyl-phenyl)-ethyl]amide), C1(CC1)C1(CCN(C(O1)=O)[C@@H](C)C1=CC=C(C=C1)C1=CC(N(C=C1)C)=O)CC(C)(C)O (6-cyclopropyl-6-(2-hydroxy-2-methylpropyl)-3-((S)-1-(4-(1-methyl-2-oxo-1,2-dihydropyridin-4-yl)phenyl)ethyl)-1,3-oxazinan-2-one). Product: BrC1=C(C=C(C=C1)[C@H](C)N)C ((S)-1-(4-Bromo-3-methyl-phenyl)-ethylamine). RXN SMILES: [Br:1][C:2]1[CH:7]=[CH:6][C:5]([C@@H:8]([NH:10][S@@](C(C)(C)C)=O)[CH3:9])=[CH:4][C:3]=1[CH3:17].C1(C2(CC(O)(C)C)OC(=O)N([C@H](C3C=CC(C4C=CN(C)C(=O)C=4)=CC=3)C)CC2)CC1>>[Br:1][C:2]1[CH:7]=[CH:6][C:5]([C@@H:8]([NH2:10])[CH3:9])=[CH:4][C:3]=1[CH3:17]. Procedure details: The title compound was prepared from (R)-2-methyl-propane-2-sulfinic acid [(S)-1-(4-bromo-3-methyl-phenyl)-ethyl]amide following a procedure analogous to that described in Step 3 of Intermediate 1. LC-MS (Method 4): tR=3.56 min; Mass spectrum (ESI+): m/z=214/216 (Br) [M+H]+. The reactants are C1(=CC=CC=C1)C1CN(CCN1)C1=C(C=C2C(C(=CN(C2=N1)C(C)(C)C)C(=O)O)=O)F (7-(3-phenyl-1-piperazinyl)-1-(1,1-dimethylethyl)-1,4-dihydro-6-fluoro-4-oxo-1,8-naphthyridine-3-carboxylic acid), CS(=O)(=O)[O-] (methanesulfonate). Product: CC1CN(CCN1C)C1=C(C=C2C(C(=CN(C2=N1)C(C)(C)C)C(=O)O)=O)F (7-(3,4-dimethyl-1-piperazinyl)-1-(1,1-dimethylethyl)-1,4-dihydro-6-fluoro-4-oxo-1,8-naphthyridine-3-carboxylic acid). RXN SMILES: [C:1]1([CH:7]2[NH:12][CH2:11][CH2:10][N:9]([C:13]3[N:22]=[C:21]4[C:16]([C:17](=[O:30])[C:18]([C:27]([OH:29])=[O:28])=[CH:19][N:20]4[C:23]([CH3:26])([CH3:25])[CH3:24])=[CH:15][C:14]=3[F:31])[CH2:8]2)C=CC=CC=1.[CH3:32]S([O-])(=O)=O>>[CH3:1][CH:7]1[N:12]([CH3:32])[CH2:11][CH2:10][N:9]([C:13]2[N:22]=[C:21]3[C:16]([C:17](=[O:30])[C:18]([C:27]([OH:29])=[O:28])=[CH:19][N:20]3[C:23]([CH3:24])([CH3:25])[CH3:26])=[CH:15][C:14]=2[F:31])[CH2:8]1. Procedure details: 7-(3-phenyl-1-piperazinyl)-1-(1,1-dimethylethyl)-1,4-dihydro-6-fluoro-4-oxo-1,8-naphthyridine-3-carboxylic acid, methanesulfonate. Starting materials: BrC1=CC=C2C(N3C(=NC2=C1)CC(CC3)(C)C)=O (3-bromo-7,7-dimethyl-8,9-dihydro-6H-pyrido[2,1-b]quinazolin-11(7H)-one), BrC1=CC=C2C(N3C(=NC2=C1)CCC(C3)(C)C)=O (3-bromo-8,8-dimethyl-8,9-dihydro-6H-pyrido[2,1-b]quinazolin-11(7H)-one), CC1(OB(OC1(C)C)C=C)C (4,4,5,5-tetramethyl-2-vinyl-1,3,2-dioxaborolane), C(=O)([O-])[O-].[K+].[K+] (K2CO3), C1=CC=C(C=C1)P(C2=CC=CC=C2)C3=CC=CC=C3 (Ph3P). The reagents and catalysts are CC(=O)[O-].CC(=O)[O-].[Pd+2] (Pd(OAc)2). Solvent: O1CCOCC1 (dioxane). Product: CC1(CC2=NC3=CC(=CC=C3C(N2CC1)=O)C=C)C (7,7-dimethyl-3-vinyl-8,9-dihydro-6H-pyrido[2,1-b]quinazolin-11(7H)-one), CC1(CCC2=NC3=CC(=CC=C3C(N2C1)=O)C=C)C (8,8-dimethyl-3-vinyl-8,9-dihydro-6H-pyrido[2,1-b]quinazolin-11(7H)-one). Reaction SMILES: Br[C:2]1[CH:11]=[C:10]2[C:5]([C:6](=[O:18])[N:7]3[CH2:15][CH2:14][C:13]([CH3:17])([CH3:16])[CH2:12][C:8]3=[N:9]2)=[CH:4][CH:3]=1.Br[C:20]1C=[C:28]2[C:23]([C:24](=[O:36])[N:25]3[CH2:33][C:32]([CH3:35])([CH3:34])[CH2:31][CH2:30][C:26]3=[N:27]2)=[CH:22][CH:21]=1.C[C:38]1([CH3:47])[C:42]([CH3:44])([CH3:43])OB(C=C)O1.C([O-])([O-])=O.[K+].[K+].C1C=CC(P(C2C=CC=CC=2)C2C=CC=CC=2)=CC=1>O1CCOCC1.CC([O-])=O.CC([O-])=O.[Pd+2]>[CH3:16][C:13]1([CH3:17])[CH2:14][CH2:15][N:7]2[C:8](=[N:9][C:10]3[C:5]([C:6]2=[O:18])=[CH:4][CH:3]=[C:2]([CH:20]=[CH2:21])[CH:11]=3)[CH2:12]1.[CH3:34][C:32]1([CH3:35])[CH2:33][N:25]2[C:26](=[N:27][C:28]3[C:23]([C:24]2=[O:36])=[CH:22][CH:43]=[C:42]([CH:38]=[CH2:47])[CH:44]=3)[CH2:30][CH2:31]1 |f:3.4.5,8.9.10|. Procedure details: A solution of 3-bromo-7,7-dimethyl-8,9-dihydro-6H-pyrido[2,1-b]quinazolin-11(7H)-one, 3-bromo-8,8-dimethyl-8,9-dihydro-6H-pyrido[2,1-b]quinazolin-11(7H)-one (2.0 g, 6.4 mmol, 1 equiv), 4,4,5,5-tetramethyl-2-vinyl-1,3,2-dioxaborolane (2.2 g, 12.8 mmol, 2 eq), K2CO3 (1.76 g, 12.8 mmol, 2 equiv), Pd(OAc)2 (576 mg, 2.56 mmol, 0.4 equiv) and Ph3P (1.34 g, 5.12 mmol, 0.8 equiv) in dioxane (200 mL) was stirred at 85° C. for 4 hours under N2. After that, the reaction mixture was cooled to rt. The reacti... Procedure details: To a solution of 2,4-dibromo-1-nitro-benzene (2.0 g, 7.14 mmol) in ethanol (50 mL) was added a 40% aqueous solution of methylamine (50 mL). The reaction mixture was stirred at 80° C. in a closed vessel for 3 h, then cooled to 0° C. Water was added and the precipitate was filtered, washed with water, and dried in vacuo to give 1.26 g of (5-bromo-2-nitro-phenyl)-methyl-amine as an orange solid (76% yield): 1H NMR (CDCl3) δ 3.04 (s, 3H), 6.79 (dd, 1H), 7.03 (d, 1H), 8.05 (d, 1H), 8.0-8.1 (broad s, ... Solvent: C(C)O (ethanol). Product: BrC=1C=CC(=C(C1)NC)[N+](=O)[O-] ((5-bromo-2-nitro-phenyl)-methyl-amine). Reaction conditions: temperature 80 celsius, time 3 hour. The reactants are BrC1=C(C=CC(=C1)Br)[N+](=O)[O-] (2,4-dibromo-1-nitro-benzene), aqueous solution, CN (methylamine), O (Water). RXN SMILES: Br[C:2]1[CH:7]=[C:6]([Br:8])[CH:5]=[CH:4][C:3]=1[N+:9]([O-:11])=[O:10].[CH3:12][NH2:13].O>C(O)C>[Br:8][C:6]1[CH:5]=[CH:4][C:3]([N+:9]([O-:11])=[O:10])=[C:2]([NH:13][CH3:12])[CH:7]=1. The yield is 76.0%. Reactants: C([O-])([O-])=O.[K+].[K+] (Potassium carbonate), C1(CC1)CN1C[C@H](NC[C@@H](C1=O)NC(=O)N1CCC(CC1)N1C(NC(=C1)C1=CC=CC=C1)=O)C1=CC=CC=C1 (N-[(3R,6S)-1-(cyclopropylmethyl)-7-oxo-3-phenyl-1,4-diazepan-6-yl]-4-(2-oxo-4-phenyl-2,3-dihydro-1H-imidazol-1-yl)piperidine-1-carboxamide), C(C1=CC=CC=C1)Br (benzyl bromide). The solvent is CC(=O)C (acetone). Conditions: time 18 hour. Product: C(C1=CC=CC=C1)N1[C@H](CN(C([C@@H](C1)NC(=O)N1CCC(CC1)N1C(NC(=C1)C1=CC=CC=C1)=O)=O)CC1CC1)C1=CC=CC=C1 (N-[(2S,6R)-1-Benzyl-4-(cyclopropylmethyl)-5-oxo-2-phenyl-1,4-diazepan-6-yl]-4-(2-oxo-4-phenyl-2,3-dihydro-1H-imidazol-1-yl)piperidine-1-carboxamide). Yield: 77.3%. As a reaction SMILES: C(=O)([O-])[O-].[K+].[K+].[CH:7]1([CH2:10][N:11]2[C:17](=[O:18])[C@@H:16]([NH:19][C:20]([N:22]3[CH2:27][CH2:26][CH:25]([N:28]4[CH:32]=[C:31]([C:33]5[CH:38]=[CH:37][CH:36]=[CH:35][CH:34]=5)[NH:30][C:29]4=[O:39])[CH2:24][CH2:23]3)=[O:21])[CH2:15][NH:14][C@H:13]([C:40]3[CH:45]=[CH:44][CH:43]=[CH:42][CH:41]=3)[CH2:12]2)[CH2:9][CH2:8]1.[CH2:46](Br)[C:47]1[CH:52]=[CH:51][CH:50]=[CH:49][CH:48]=1>CC(C)=O>[CH2:46]([N:14]1[CH2:15][C@@H:16]([NH:19][C:20]([N:22]2[CH2:27][CH2:26][CH:25]([N:28]3[CH:32]=[C:31]([C:33]4[CH:34]=[CH:35][CH:36]=[CH:37][CH:38]=4)[NH:30][C:29]3=[O:39])[CH2:24][CH2:23]2)=[O:21])[C:17](=[O:18])[N:11]([CH2:10][CH:7]2[CH2:9][CH2:8]2)[CH2:12][C@@H:13]1[C:40]1[CH:45]=[CH:44][CH:43]=[CH:42][CH:41]=1)[C:47]1[CH:52]=[CH:51][CH:50]=[CH:49][CH:48]=1 |f:0.1.2|. Procedure details: Potassium carbonate (6.4 mg, 0.05 mmol) was added to a solution of N-[(3R,6S)-1-(cyclopropylmethyl)-7-oxo-3-phenyl-1,4-diazepan-6-yl]-4-(2-oxo-4-phenyl-2,3-dihydro-1H-imidazol-1-yl)piperidine-1-carboxamide (12.2.0 mg, 0.023 mmol) and benzyl bromide (14 □L, 0.12 mmol) in acetone (0.5 mL). After 18 h, the mixture was concentrated. Purification by silica gel chromatography (1% methanol/dichloromethane→5% methanol/dichloromethane) gave the title compound (11 mg). MS 619.3 (M+1). Starting materials: Cl.NC1=C(OCC(CN)O)C=CC(=C1)[N+](=O)[O-] (1-(2'-amino-4'-nitrophenoxy)-3-aminopropan-2-ol monohydrochloride), alcohol, [H][H] (hydrogen). Reagents/catalysts: [Pd] (palladium-on-charcoal). The product is Cl.Cl.Cl.NC1=C(OCC(CN)O)C=CC(=C1)N (1-(2',4'-diaminophenoxy)-3-aminopropan-2-ol trihydrochloride). RXN SMILES: [ClH:1].[NH2:2][C:3]1[CH:14]=[C:13]([N+:15]([O-])=O)[CH:12]=[CH:11][C:4]=1[O:5][CH2:6][CH:7]([OH:10])[CH2:8][NH2:9].[H][H]>[Pd]>[ClH:1].[ClH:1].[ClH:1].[NH2:2][C:3]1[CH:14]=[C:13]([NH2:15])[CH:12]=[CH:11][C:4]=1[O:5][CH2:6][CH:7]([OH:10])[CH2:8][NH2:9] |f:0.1,4.5.6.7|. Procedure: 0.02 mol (5.3 g) of the 1-(2'-amino-4'-nitrophenoxy)-3-aminopropan-2-ol monohydrochloride prepared according to Example 4 is introduced into 50 ml of 96° strength alcohol and 0.2 g of 10% strength palladium-on-charcoal. The mixture is heated at 85° C. for one hour under 35 bars of hydrogen. After cooling, it is filtered to remove the catalyst, the filtrate being collected in 20 ml of iced ethanol saturated with hydrogen chloride. The expected product precipitates in the form of the trihydrochlor... Starting materials: ClC1=C(C=C(C(=C1)Cl)OCC#C)N1N=C(NC1=O)CCC=C (2-[2,4-dichloro-5-(2-propynyloxy)phenyl]-2,4-dihydro-5-(3-butenyl)-3H-1,2,4-triazol-3-one), 2h, I(=O)(=O)(=O)[O-].[Na+] (sodium periodate), aqueous solution. The reagents and catalysts are [Os](=O)(=O)(=O)=O (osmium tetroxide). Run in O1CCCC1 (tetrahydrofuran), O (water), O (water). Product: ClC1=C(C=C(C(=C1)Cl)OCC#C)N1N=C(NC1=O)CCC=O (2-[2,4-dichloro-5-(2-propynyloxy)phenyl]-2,4-dihydro-5-(3-oxo-propyl)-3H-1,2,4-triazol-3-one). The yield is 92.2%. RXN SMILES: [Cl:1][C:2]1[CH:7]=[C:6]([Cl:8])[C:5]([O:9][CH2:10][C:11]#[CH:12])=[CH:4][C:3]=1[N:13]1[C:17](=[O:18])[NH:16][C:15]([CH2:19][CH2:20][CH:21]=C)=[N:14]1.I([O-])(=O)(=O)=[O:24].[Na+]>O1CCCC1.O.[Os](=O)(=O)(=O)=O>[Cl:1][C:2]1[CH:7]=[C:6]([Cl:8])[C:5]([O:9][CH2:10][C:11]#[CH:12])=[CH:4][C:3]=1[N:13]1[C:17](=[O:18])[NH:16][C:15]([CH2:19][CH2:20][CH:21]=[O:24])=[N:14]1 |f:1.2|. Procedure: To a solution of 500 mg (1.48 mmol) of 2-[2,4-dichloro-5-(2-propynyloxy)phenyl]-2,4-dihydro-5-(3-butenyl)-3H-1,2,4-triazol-3-one in a mixture of 10 mL of tetrahydrofuran and 10 mL of water was added 696 mg (3.25 mmol) of sodium periodate and 167 mL of 0.18M aqueous solution of osmium tetroxide at room temperature. The mixture was stirred at the room temperature for 2h, and then diluted with water and extracted with ethyl acetate. The organic layer was dried (MgSO4) and concentrated in vacuo. The... Procedure: Diastereomer 2: 30 mg of the amine was isolated and converted into its di-hydrochloride salt by treating a methanolic solution of the amine with 145 μL of 1 N HCl in ether. The yellow solid was collected by vacuum filtration, washed with ethyl acetate and hexane, and dried under vacuum to afford N-{[(3R)-2,3,4,9-tetrahydro-1H-carbazol-3-yl]methyl}-N-{[(2S)-8-methyl-2,3-dihydro[1,4]dioxino[2,3-f]quinolin-2-yl]methyl}amine as a yellow powder; mp 218-221 (d); MS (ES) m/z=414 [M+H]+. The reactants are C1C[C@@H](CC=2C3=CC=CC=C3NC12)CNC[C@H]1COC=2C(=C3C=CC(=NC3=CC2)C)O1 (N-{[(3S)-2,3,4,9-tetrahydro-1H-carbazol-3-yl]methyl}-N-{[(2S)-8-methyl-2,3-dihydro[1,4]dioxino[2,3-f]quinolin-2-yl]methyl}amine), di-hydrochloride, C1C[C@@H](CC=2C3=CC=CC=C3NC12)CNC[C@H]1COC=2C(=C3C=CC(=NC3=CC2)C)O1 (N-{[(3S)-2,3,4,9-tetrahydro-1H-carbazol-3-yl]methyl}-N-{[(2S)-8-methyl-2,3-dihydro[1,4]dioxino[2,3-f]quinolin-2-yl]methyl}amine), Cl (HCl). Product: C1C[C@H](CC=2C3=CC=CC=C3NC12)CNC[C@H]1COC=2C(=C3C=CC(=NC3=CC2)C)O1 (N-{[(3R)-2,3,4,9-tetrahydro-1H-carbazol-3-yl]methyl}-N-{[(2S)-8-methyl-2,3-dihydro[1,4]dioxino[2,3-f]quinolin-2-yl]methyl}amine). Solvent: CCOCC (ether). RXN SMILES: [CH2:1]1[C:13]2[NH:12][C:11]3[C:6](=[CH:7][CH:8]=[CH:9][CH:10]=3)[C:5]=2[CH2:4][C@@H:3]([CH2:14][NH:15][CH2:16][C@@H:17]2[O:31][C:21]3=[C:22]4[C:27](=[CH:28][CH:29]=[C:20]3[O:19][CH2:18]2)[N:26]=[C:25]([CH3:30])[CH:24]=[CH:23]4)[CH2:2]1.Cl>CCOCC>[CH2:1]1[C:13]2[NH:12][C:11]3[C:6](=[CH:7][CH:8]=[CH:9][CH:10]=3)[C:5]=2[CH2:4][C@H:3]([CH2:14][NH:15][CH2:16][C@@H:17]2[O:31][C:21]3=[C:22]4[C:27](=[CH:28][CH:29]=[C:20]3[O:19][CH2:18]2)[N:26]=[C:25]([CH3:30])[CH:24]=[CH:23]4)[CH2:2]1. The reactants are FC(C(=O)O)(F)F (trifluoroacetic acid), C(C)(C)NC(=O)C1=CN(C2=NC=C(N=C21)C2=NN(C1=CC=C(C=C21)O[Si](C)(C)C(C)(C)C)C)COCC[Si](C)(C)C (2-[5-(tert-butyl-dimethyl-silanyloxy)-1-methyl-1H-indazol-3-yl]-5-(2-trimethylsilanyl-ethoxymethyl)-5H-pyrrolo[2,3-b]pyrazine-7-carboxylic acid isopropylamide), C(CN)N (ethylenediamine). The solvent is ClCCl (dichloromethane). Run at time 2 hour. Yields the product C(C)(C)NC(=O)C1=CNC2=NC=C(N=C21)C2=NN(C1=CC=C(C=C21)O[Si](C)(C)C(C)(C)C)C (2-[5-(tert-butyl-dimethyl-silanyloxy)-1-methyl-1H-indazol-3-yl]-5H-pyrrolo[2,3-b]pyrazine-7-carboxylic acid isopropylamide). Isolated yield 70.5%. As a reaction SMILES: [CH:1]([NH:4][C:5]([C:7]1[C:15]2[C:10](=[N:11][CH:12]=[C:13]([C:16]3[C:24]4[C:19](=[CH:20][CH:21]=[C:22]([O:25][Si:26]([C:29]([CH3:32])([CH3:31])[CH3:30])([CH3:28])[CH3:27])[CH:23]=4)[N:18]([CH3:33])[N:17]=3)[N:14]=2)[N:9](COCC[Si](C)(C)C)[CH:8]=1)=[O:6])([CH3:3])[CH3:2].FC(F)(F)C(O)=O.C(N)CN>ClCCl>[CH:1]([NH:4][C:5]([C:7]1[C:15]2[C:10](=[N:11][CH:12]=[C:13]([C:16]3[C:24]4[C:19](=[CH:20][CH:21]=[C:22]([O:25][Si:26]([C:29]([CH3:30])([CH3:32])[CH3:31])([CH3:28])[CH3:27])[CH:23]=4)[N:18]([CH3:33])[N:17]=3)[N:14]=2)[NH:9][CH:8]=1)=[O:6])([CH3:3])[CH3:2]. Procedure: In a round-bottomed flask, 2-[5-(tert-butyl-dimethyl-silanyloxy)-1-methyl-1H-indazol-3-yl]-5-(2-trimethylsilanyl-ethoxymethyl)-5H-pyrrolo[2,3-b]pyrazine-7-carboxylic acid isopropylamide (100 mg, 0.168 mmol) was dissolved in dichloromethane (0.8 ml) and trifluoroacetic acid (0.52 ml, 6.75 mmol) was added. The reaction mixture was stirred at room temperature for 2 h then concentrated. The residue was dissolved in dichloromethane (0.8 ml) and ethylenediamine (0.68 ml, 10.1 mmol) was added. The yell... Starting materials: C(C)OCCCNC(C(CC(C)C)NC1=NC(=NC(=C1)Cl)Cl)=O (2-(2,6-dichloro-pyrimidin-4-ylamino)-4-methylpentanoic acid (3-ethoxypropyl)amide), FC(OC=1C=C(C=CC1)C=1N=CNC1)(F)F (4-(3-trifluoromethoxyphenyl)-1H-imidazole), C(=O)([O-])[O-].[K+].[K+] (K2CO3), [F-].[K+] (KF). The solvent is CS(=O)C (dimethylsulfoxide), O (water). Product: C(C)OCCCNC(C(CC(C)C)NC1=NC(=NC(=C1)Cl)N1C=NC(=C1)C1=CC(=CC=C1)OC(F)(F)F)=O (4-methyl-2-{6-chloro-2-[4-(3-trifluoromethoxyphenyl)-imidazol-1-yl]-pyrimidin-4-ylamino}-pentanoic acid (3-ethoxypropyl)amide). Yield: 122.2%. Reaction SMILES: [CH2:1]([O:3][CH2:4][CH2:5][CH2:6][NH:7][C:8](=[O:23])[CH:9]([NH:14][C:15]1[CH:20]=[C:19]([Cl:21])[N:18]=[C:17](Cl)[N:16]=1)[CH2:10][CH:11]([CH3:13])[CH3:12])[CH3:2].[F:24][C:25]([F:39])([F:38])[O:26][C:27]1[CH:28]=[C:29]([C:33]2[N:34]=[CH:35][NH:36][CH:37]=2)[CH:30]=[CH:31][CH:32]=1.C([O-])([O-])=O.[K+].[K+].[F-].[K+]>CS(C)=O.O>[CH2:1]([O:3][CH2:4][CH2:5][CH2:6][NH:7][C:8](=[O:23])[CH:9]([NH:14][C:15]1[CH:20]=[C:19]([Cl:21])[N:18]=[C:17]([N:36]2[CH:37]=[C:33]([C:29]3[CH:30]=[CH:31][CH:32]=[C:27]([O:26][C:25]([F:24])([F:38])[F:39])[CH:28]=3)[N:34]=[CH:35]2)[N:16]=1)[CH2:10][CH:11]([CH3:13])[CH3:12])[CH3:2] |f:2.3.4,5.6|. Procedure: A solution of 2-(2,6-dichloro-pyrimidin-4-ylamino)-4-methylpentanoic acid (3-ethoxypropyl)amide (1.5 gram), 4-(3-trifluoromethoxyphenyl)-1H-imidazole (0.99 gram), K2CO3 (1.7 gram) and KF (0.24 gram) in dimethylsulfoxide (40 ml) was heated to 100° C. for 17 hours. The solution was cooled to room temperature, taken up in water, and extracted three times with ethyl acetate. The etyl acetate layers were combined, washed with brine, dried over magnesium sulfate, filtered, and the solvents were remove...